The task is: describe an organic reaction: reactants, conditions, products, and yield. This data is from the Open Reaction Database (ORD), a public repository of structured organic reaction records. Reactants: N1=CC=CC=C1 (pyridine), FC1(C(C1)C(O)C1=CC=C(C=C1)C(F)(F)F)F ((2,2-Difluorocyclopropyl)[4-(trifluoromethyl)phenyl]methanol), C(C)(=O)OC(C)=O (acetic anhydride), C([O-])(O)=O.[Na+] (sodium bicarbonate). The solvent is C(C)(=O)OCC (ethyl acetate). Run at time 8 hour. Yields the product C(C)(=O)OC(C1=CC=C(C=C1)C(F)(F)F)C1C(C1)(F)F ((2,2-Difluorocyclopropyl)[4-(trifluoromethyl)phenyl]methyl acetate). RXN SMILES: N1C=CC=CC=1.[F:7][C:8]1([F:23])[CH2:10][CH:9]1[CH:11]([C:13]1[CH:18]=[CH:17][C:16]([C:19]([F:22])([F:21])[F:20])=[CH:15][CH:14]=1)[OH:12].[C:24](OC(=O)C)(=[O:26])[CH3:25].C(=O)(O)[O-].[Na+]>C(OCC)(=O)C>[C:24]([O:12][CH:11]([CH:9]1[CH2:10][C:8]1([F:23])[F:7])[C:13]1[CH:18]=[CH:17][C:16]([C:19]([F:20])([F:21])[F:22])=[CH:15][CH:14]=1)(=[O:26])[CH3:25] |f:3.4|. Procedure: 0.23 ml (2.86 mmol) of pyridine was added dropwise to 2.40 g (9.52 mmol) of the compound from Example 190A and 1.94 g (19.0 mmol) of acetic anhydride, and the mixture was stirred at RT overnight. The reaction mixture was then added to ethyl acetate and saturated aqueous sodium bicarbonate solution. The phases were separated, and the organic phase was concentrated, and the crude product was purified by column chromatography on silica gel (mobile phase: cyclohexane/ethyl acetate 6/1). 2.66 g (95% ...